This data is from the Open Reaction Database (ORD), a public repository of structured organic reaction records. The task is: describe an organic reaction: reactants, conditions, products, and yield Reactants: C(C)(C)(C)N1N=C(C=C1C1=CC=C(C=C1)F)CCC=O (3-(1-tert-butyl-5-(4-fluorophenyl)-1H-pyrazol-3-yl)propanal), [BH-](OC(=O)C)(OC(=O)C)OC(=O)C.[Na+] (NaBH(OAc)3), COC1=CC=C(C=C1)N1CCNCC1 (1-(4-methoxyphenyl)piperazine), CCN(C(C)C)C(C)C (DIPEA). The product is C(C)(C)(C)N1N=C(C=C1C1=CC=C(C=C1)F)CCCN1CCN(CC1)C1=CC=C(C=C1)OC (1-(3-(1-tert-butyl-5-(4-fluorophenyl)-1H-pyrazol-3-yl)propyl)-4-(4-methoxyphenyl)piperazine). Reaction SMILES: [C:1]([N:5]1[C:9]([C:10]2[CH:15]=[CH:14][C:13]([F:16])=[CH:12][CH:11]=2)=[CH:8][C:7]([CH2:17][CH2:18][CH:19]=O)=[N:6]1)([CH3:4])([CH3:3])[CH3:2].[CH3:21][O:22][C:23]1[CH:28]=[CH:27][C:26]([N:29]2[CH2:34][CH2:33][NH:32][CH2:31][CH2:30]2)=[CH:25][CH:24]=1.CCN(C(C)C)C(C)C.[BH-](OC(C)=O)(OC(C)=O)OC(C)=O.[Na+]>>[C:1]([N:5]1[C:9]([C:10]2[CH:11]=[CH:12][C:13]([F:16])=[CH:14][CH:15]=2)=[CH:8][C:7]([CH2:17][CH2:18][CH2:19][N:32]2[CH2:33][CH2:34][N:29]([C:26]3[CH:25]=[CH:24][C:23]([O:22][CH3:21])=[CH:28][CH:27]=3)[CH2:30][CH2:31]2)=[N:6]1)([CH3:4])([CH3:3])[CH3:2] |f:3.4|. Reported procedure: 102 mg (58%) of target compound was obtained by using a method same as in Example 1 by using 3-(1-tert-butyl-5-(4-fluorophenyl)-1H-pyrazol-3-yl)propanal (100 mg, 0.365 mmol), 1-(4-methoxyphenyl)piperazine (71 mg, 0.365 mmol), DIPEA (0.1 mL, 0.548 mmol) and NaBH(OAc)3 (232 mg, 1.095 mmol). Starting materials: CCO, Cn1cnc2cc([N+](=O)[O-])ccc21. The product is Cn1cnc2cc(N)ccc21. RXN SMILES: [CH3:14][CH2:15][OH:16].[CH3:1][n:2]1[cH:3][n:4][c:5]2[c:6]1[cH:7][cH:8][c:9]([N+:11]([O-:12])=[O:13])[cH:10]2>>[CH3:1][n:2]1[cH:3][n:4][c:5]2[c:6]1[cH:7][cH:8][c:9]([NH2:11])[cH:10]2.